From a dataset of the Open Reaction Database (ORD), a public repository of structured organic reaction records. describe an organic reaction: reactants, conditions, products, and yield Starting materials: COC(=O)C=Cc1ccc2c(c1)C(=O)CC1(CCN(Cc3c[nH]c4ccccc34)CC1)O2, Cl, [Na+], C1COCCO1, [OH-], O. Product: O=C(O)C=Cc1ccc2c(c1)C(=O)CC1(CCN(Cc3c[nH]c4ccccc34)CC1)O2. RXN SMILES: [CH3:3][O:4][C:5]([CH:6]=[CH:7][c:8]1[cH:9][c:10]2[c:15]([cH:16][cH:17]1)[O:14][C:13]1([CH2:12][C:11]2=[O:33])[CH2:18][CH2:19][N:20]([CH2:23][c:24]2[cH:25][nH:26][c:27]3[cH:28][cH:29][cH:30][cH:31][c:32]23)[CH2:21][CH2:22]1)=[O:34].[ClH:35].[Na+:2].[O:36]1[CH2:37][CH2:38][O:39][CH2:40][CH2:41]1.[OH-:1].[OH2:42]>>[O:4]=[C:5]([CH:6]=[CH:7][c:8]1[cH:9][c:10]2[c:15]([cH:16][cH:17]1)[O:14][C:13]1([CH2:12][C:11]2=[O:33])[CH2:18][CH2:19][N:20]([CH2:23][c:24]2[cH:25][nH:26][c:27]3[cH:28][cH:29][cH:30][cH:31][c:32]23)[CH2:21][CH2:22]1)[OH:34]. Reactants: E-oxime, O=C1CCCC=2SC=CC21 (4-oxo-4,5,6,7-tetrahydrobenzo[b]thiophene), C(Cl)C1CO1 (epichlorohydrin), C([O-])([O-])=O.[K+].[K+] (potassium carbonate), CN(C=O)C (dimethylformamide). Yields the product O1C(COC2C(CCC=3SC=CC32)=N)C1 (4-(2,3-epoxypropoxy)-imino-4,5,6,7-tetrahydrobenzo[b]thiophene). RXN SMILES: [O:1]=[C:2]1[C:10]2[CH:9]=[CH:8][S:7][C:6]=2[CH2:5][CH2:4][CH2:3]1.[CH2:11]([CH:13]1[O:15][CH2:14]1)Cl.C(=O)([O-])[O-].[K+].[K+].C[N:23](C)C=O>>[O:15]1[CH2:14][CH:13]1[CH2:11][O:1][CH:2]1[C:10]2[CH:9]=[CH:8][S:7][C:6]=2[CH2:5][CH2:4][C:3]1=[NH:23] |f:2.3.4|. Procedure details: A mixture of 100 g. (0.60 mol) of the E-oxime of 4-oxo-4,5,6,7-tetrahydrobenzo[b]thiophene, 330 g. (3.6 mols) of epichlorohydrin and 391.2 g. (2.8 mols) of potassium carbonate in one liter of dimethylformamide is heated to 110° C. for 6 hours. Reactants: Cl, O=C(O)c1cc(F)ccc1Oc1ccc(F)cc1, COC(=O)c1ccc(CN)cc1. Product: COC(=O)c1ccc(CNC(=O)c2cc(F)ccc2Oc2ccc(F)cc2)cc1. Reaction SMILES: [ClH:19].[F:1][c:2]1[cH:3][cH:4][c:5]([O:11][c:12]2[cH:13][cH:14][c:15]([F:18])[cH:16][cH:17]2)[c:6]([C:7](=[O:8])[OH:9])[cH:10]1.[NH2:20][CH2:21][c:22]1[cH:23][cH:24][c:25]([C:26](=[O:27])[O:28][CH3:29])[cH:30][cH:31]1>>[F:1][c:2]1[cH:3][cH:4][c:5]([O:11][c:12]2[cH:13][cH:14][c:15]([F:18])[cH:16][cH:17]2)[c:6]([C:7](=[O:9])[NH:20][CH2:21][c:22]2[cH:23][cH:24][c:25]([C:26](=[O:27])[O:28][CH3:29])[cH:30][cH:31]2)[cH:10]1. Reactants: Brc1ccc(C2CCNC2)cc1, CC(=O)O[BH-](OC(C)=O)OC(C)=O, CCO, CC(=O)O, CCOC(C)=O, ClC(Cl)Cl, [H-]. The product is CN1CCC(c2ccc(Br)cc2)C1. RXN SMILES: [Br:19][c:20]1[cH:21][cH:22][c:23]([CH:26]2[CH2:27][NH:28][CH2:29][CH2:30]2)[cH:24][cH:25]1.[C:6]([O:7][BH-:8]([O:9][C:10](=[O:11])[CH3:12])[O:13][C:14](=[O:15])[CH3:16])(=[O:17])[CH3:18].[CH2:31]([OH:32])[CH3:33].[CH3:1][C:2](=[O:3])[OH:4].[CH3:38][CH2:39][O:40][C:41](=[O:42])[CH3:43].[CH:34]([Cl:35])([Cl:36])[Cl:37].[H-:5]>>[CH3:1][N:28]1[CH2:27][CH:26]([c:23]2[cH:22][cH:21][c:20]([Br:19])[cH:25][cH:24]2)[CH2:30][CH2:29]1. The reactants are C(C1=CC=CC=C1)OC(=O)N1C(CN(CC1)C(=O)OCC1=CC=CC=C1)C(=O)O (N,N'-dibenzyloxycarbonylpiperazine-2-carboxylic acid), CI (methyl iodide), C([O-])([O-])=O.[K+].[K+] (potassium carbonate). Solvent: CN(C)C=O (DMF). Conditions: time 4 hour. Product: C(C1=CC=CC=C1)OC(=O)N1C(CN(CC1)C(=O)OCC1=CC=CC=C1)C(=O)OC ((+/-)-Methyl N,N'-dibenzyloxycarbonylpiperazine-2-carboxylate). As a reaction SMILES: [CH2:1]([O:8][C:9]([N:11]1[CH2:16][CH2:15][N:14]([C:17]([O:19][CH2:20][C:21]2[CH:26]=[CH:25][CH:24]=[CH:23][CH:22]=2)=[O:18])[CH2:13][CH:12]1[C:27]([OH:29])=[O:28])=[O:10])[C:2]1[CH:7]=[CH:6][CH:5]=[CH:4][CH:3]=1.CI.[C:32](=O)([O-])[O-].[K+].[K+]>CN(C=O)C>[CH2:1]([O:8][C:9]([N:11]1[CH2:16][CH2:15][N:14]([C:17]([O:19][CH2:20][C:21]2[CH:22]=[CH:23][CH:24]=[CH:25][CH:26]=2)=[O:18])[CH2:13][CH:12]1[C:27]([O:29][CH3:32])=[O:28])=[O:10])[C:2]1[CH:3]=[CH:4][CH:5]=[CH:6][CH:7]=1 |f:2.3.4|. Reported procedure: To a flask containing N,N'-dibenzyloxycarbonylpiperazine-2-carboxylic acid (Step 1, 12.83 g, 32.20 mmol) dissolved in dry DMF (50 mL) is added methyl iodide (5.6 mL, 90.00 mmol) and potassium carbonate (4.60 g, 32.20 mmol). The mixture is stirred for 4 hours at ambient temperature under an inert atmosphere. The reaction is concentrated in vacuo, diluted with ethyl acetate (150 mL), washed with water (3×50 mL) and saline, dried over MgSO4, concentrated in vacuo, and chromatographed on silica gel ... Starting materials: O (water), C(C)N(C(=O)C1=CC=C(C=C1)C(CCN1CCC(CC1)N1C(NC2=C1C=CC=C2)=O)C2=CC(=CC=C2)OC)CC (1-[3-(4-Diethylcarbamoylphenyl)-3-(3-methoxyphenyl)propyl]-4-(1,3-dihydro-2H-benzimidazol-2-on-1-yl)Piperidine), C(C1=CC=CC=C1)Br (benzyl bromide), [H-].[Na+] (sodium hydride). Solvent: CN(C=O)C (N,N-dimethylformamide). Conditions: time 1.5 hour. Yields the product C(C)N(C(=O)C1=CC=C(C=C1)C(CCN1CCC(CC1)N1C(N(C2=C1C=CC=C2)CC2=CC=CC=C2)=O)C2=CC(=CC=C2)OC)CC (1-[3-(4-Diethylcarbamoylphenyl)-3-(3-methoxyphenyl)Propyl]-4-(3-benzyl-1,3-dihydro-2H-benzimidazol-2-on-1-yl)Piperidine). The yield is 57.0%. RXN SMILES: [CH2:1]([N:3]([CH2:39][CH3:40])[C:4]([C:6]1[CH:11]=[CH:10][C:9]([CH:12]([C:31]2[CH:36]=[CH:35][CH:34]=[C:33]([O:37][CH3:38])[CH:32]=2)[CH2:13][CH2:14][N:15]2[CH2:20][CH2:19][CH:18]([N:21]3[C:25]4[CH:26]=[CH:27][CH:28]=[CH:29][C:24]=4[NH:23][C:22]3=[O:30])[CH2:17][CH2:16]2)=[CH:8][CH:7]=1)=[O:5])[CH3:2].[H-].[Na+].[CH2:43](Br)[C:44]1[CH:49]=[CH:48][CH:47]=[CH:46][CH:45]=1.O>CN(C)C=O>[CH2:39]([N:3]([CH2:1][CH3:2])[C:4]([C:6]1[CH:7]=[CH:8][C:9]([CH:12]([C:31]2[CH:36]=[CH:35][CH:34]=[C:33]([O:37][CH3:38])[CH:32]=2)[CH2:13][CH2:14][N:15]2[CH2:20][CH2:19][CH:18]([N:21]3[C:25]4[CH:26]=[CH:27][CH:28]=[CH:29][C:24]=4[N:23]([CH2:43][C:44]4[CH:49]=[CH:48][CH:47]=[CH:46][CH:45]=4)[C:22]3=[O:30])[CH2:17][CH2:16]2)=[CH:10][CH:11]=1)=[O:5])[CH3:40] |f:1.2|. Reported procedure: The 1-[3-(4-diethylcarbamoylphenyl)-3-(3-methoxyphenyl)propyl]-4-(1,3-dihydro-2H-benzimidazol-2-on-1-yl)piperidine (50 mg) obtained in Example 1 was dissolved in N,N-dimethylformamide (1 ml), added with sodium hydride (60% in oil, 7.4 mg) and stirred at room temperature for 1.5 hours. The reaction mixture was added with benzyl bromide (22 μl) and further stirred at 60° C. for 2 hours. The reaction mixture was added with water (5 ml) and extracted twice with ethyl acetate (5 ml). The organic laye...